Task: describe an organic reaction: reactants, conditions, products, and yield. Dataset: the Open Reaction Database (ORD), a public repository of structured organic reaction records Reactants: C(C)NC(=O)C1(C2=CC=CC=C2C=2C=CC=CC12)CCCCBr (9-(4-bromo-butyl)-9H-fluorene-9-carboxylic acid-(ethyl)-amide), N1(CCNCC1)C1=NC2=CC=CC=C2C=C1 (2-(piperazin-1-yl)-quinoline). Product: C(C)NC(=O)C1(C2=CC=CC=C2C=2C=CC=CC12)CCCCN1CCN(CC1)C1=NC2=CC=CC=C2C=C1 (9-[4-(4-quinolin-2-yl-piperazin-1-yl)-butyl]-9H-fluorene-9-carboxylic acid-(ethyl)-amide). RXN SMILES: [CH2:1]([NH:3][C:4]([C:6]1([CH2:19][CH2:20][CH2:21][CH2:22]Br)[C:18]2[CH:17]=[CH:16][CH:15]=[CH:14][C:13]=2[C:12]2[C:7]1=[CH:8][CH:9]=[CH:10][CH:11]=2)=[O:5])[CH3:2].[N:24]1([C:30]2[CH:39]=[CH:38][C:37]3[C:32](=[CH:33][CH:34]=[CH:35][CH:36]=3)[N:31]=2)[CH2:29][CH2:28][NH:27][CH2:26][CH2:25]1>>[CH2:1]([NH:3][C:4]([C:6]1([CH2:19][CH2:20][CH2:21][CH2:22][N:27]2[CH2:28][CH2:29][N:24]([C:30]3[CH:39]=[CH:38][C:37]4[C:32](=[CH:33][CH:34]=[CH:35][CH:36]=4)[N:31]=3)[CH2:25][CH2:26]2)[C:18]2[CH:17]=[CH:16][CH:15]=[CH:14][C:13]=2[C:12]2[C:7]1=[CH:8][CH:9]=[CH:10][CH:11]=2)=[O:5])[CH3:2]. Procedure details: Prepared analogously to Example 2b from 9-(4-bromo-butyl)-9H-fluorene-9-carboxylic acid-(ethyl)-amide and 2-(piperazin-1-yl)-quinoline.